Dataset: the Open Reaction Database (ORD), a public repository of structured organic reaction records. Task: describe an organic reaction: reactants, conditions, products, and yield Starting materials: S1C(=CC=C1)C1=NOC(=N1)C1CCN(CC1)C(CN1N=NC(=C1)[Si](C)(C)C)=O (1-[4-(3-thiophen-2-yl[1,2,4]oxadiazol-5-yl)piperid-1-yl]-2-(4-trimethylsilanyl[1,2,3]triazol-1-yl)ethanone), [F-].C(CCC)[N+](CCCC)(CCCC)CCCC (tetrabutylammonium fluoride). The solvent is C1CCOC1 (THF). Yields the product S1C(=CC=C1)C1=NOC(=N1)C1CCN(CC1)C(CN1N=NC=C1)=O (1-[4-(3-Thiophen-2-yl[1,2,4]oxadiazol-5-yl)piperid-1-yl]-2-[1,2,3]triazol-1-ylethanone). The yield is 48.0%. RXN SMILES: [S:1]1[CH:5]=[CH:4][CH:3]=[C:2]1[C:6]1[N:10]=[C:9]([CH:11]2[CH2:16][CH2:15][N:14]([C:17](=[O:28])[CH2:18][N:19]3[CH:23]=[C:22]([Si](C)(C)C)[N:21]=[N:20]3)[CH2:13][CH2:12]2)[O:8][N:7]=1.[F-].C([N+](CCCC)(CCCC)CCCC)CCC>C1COCC1>[S:1]1[CH:5]=[CH:4][CH:3]=[C:2]1[C:6]1[N:10]=[C:9]([CH:11]2[CH2:16][CH2:15][N:14]([C:17](=[O:28])[CH2:18][N:19]3[CH:23]=[CH:22][N:21]=[N:20]3)[CH2:13][CH2:12]2)[O:8][N:7]=1 |f:1.2|. Procedure: 38 mg (1 eq.) of the 1-[4-(3-thiophen-2-yl[1,2,4]oxadiazol-5-yl)piperid-1-yl]-2-(4-trimethylsilanyl[1,2,3]triazol-1-yl)ethanone obtained above in the preceding step and 100 μl (1.05 eq.) of tetrabutylammonium fluoride were dissolved in 0.9 ml of THF in a sealed tube, and then refluxed for 1 hour. After cooling to room temperature, the THF was evaporated off and the residue was then purified on silica gel (90/10 CH2Cl2/methanol). 1-[4-(3-Thiophen-2-yl[1,2,4]oxadiazol-5-yl)piperid-1-yl]-2-[1,2,3]t... Reactants: [C-]#N, CO, COC(=O)CC1CC(c2cccc(Cl)c2)C(c2ccc(Cl)cc2)N(CC2CC2)C1=O, N, [Na+]. Yields the product NC(=O)CC1CC(c2cccc(Cl)c2)C(c2ccc(Cl)cc2)N(CC2CC2)C1=O. Reaction SMILES: [C-:34]#[N:35].[CH3:32][OH:33].[Cl:1][c:2]1[cH:3][c:4]([CH:8]2[CH2:9][CH:10]([CH2:26][C:27](=[O:28])[O:29][CH3:30])[C:11](=[O:25])[N:12]([CH2:21][CH:22]3[CH2:23][CH2:24]3)[CH:13]2[c:14]2[cH:15][cH:16][c:17]([Cl:20])[cH:18][cH:19]2)[cH:5][cH:6][cH:7]1.[NH3:31].[Na+:36]>>[Cl:1][c:2]1[cH:3][c:4]([CH:8]2[CH2:9][CH:10]([CH2:26][C:27](=[O:28])[NH2:31])[C:11](=[O:25])[N:12]([CH2:21][CH:22]3[CH2:23][CH2:24]3)[CH:13]2[c:14]2[cH:15][cH:16][c:17]([Cl:20])[cH:18][cH:19]2)[cH:5][cH:6][cH:7]1.